From a dataset of the Open Reaction Database (ORD), a public repository of structured organic reaction records. describe an organic reaction: reactants, conditions, products, and yield Reactants: [B+3], O=c1c2cc(F)c(N3CCCC3)cc2n(C2CC2)c(=O)n1OCc1ccccc1, O=C([O-])C(F)(F)F, O=C([O-])C(F)(F)F, O=C([O-])C(F)(F)F, O=C(O)C(F)(F)F. Yields the product O=c1c2cc(F)c(N3CCCC3)cc2n(C2CC2)c(=O)n1O. As a reaction SMILES: [B+3:51].[CH2:1]([c:2]1[cH:3][cH:4][cH:5][cH:6][cH:7]1)[O:8][n:9]1[c:10](=[O:29])[n:11]([CH:26]2[CH2:27][CH2:28]2)[c:12]2[cH:13][c:14]([N:21]3[CH2:22][CH2:23][CH2:24][CH2:25]3)[c:15]([F:20])[cH:16][c:17]2[c:18]1=[O:19].[F:30][C:31]([F:32])([F:33])[C:34]([O-:35])=[O:36].[F:37][C:38]([F:39])([F:40])[C:41]([O-:42])=[O:43].[F:44][C:45]([F:46])([F:47])[C:48]([O-:49])=[O:50].[OH:52][C:53]([C:54]([F:55])([F:56])[F:57])=[O:58]>>[OH:8][n:9]1[c:10](=[O:29])[n:11]([CH:26]2[CH2:27][CH2:28]2)[c:12]2[cH:13][c:14]([N:21]3[CH2:22][CH2:23][CH2:24][CH2:25]3)[c:15]([F:20])[cH:16][c:17]2[c:18]1=[O:19]. The reactants are C(C)(C)(C)NC(=S)N[C@H](CC1=CC=C(C=C1)O)CO (N-(tert-butyl)-N′-[(1R)-1-hydroxymethyl-2-(4-hydroxyphenyl)ethyl]-thiourea), Cl (hydrochloric acid). The product is Cl.OC1=CC=C(C[C@H]2N=C(SC2)N)C=C1 ((+)-(4R)-4-(4-hydroxybenzyl)-4,5-dihydro-2-thiazolyl-amine hydrochloride). As a reaction SMILES: C([NH:5][C:6]([NH:8][C@@H:9]([CH2:18]O)[CH2:10][C:11]1[CH:16]=[CH:15][C:14]([OH:17])=[CH:13][CH:12]=1)=[S:7])(C)(C)C.[ClH:20]>>[ClH:20].[OH:17][C:14]1[CH:15]=[CH:16][C:11]([CH2:10][C@@H:9]2[CH2:18][S:7][C:6]([NH2:5])=[N:8]2)=[CH:12][CH:13]=1 |f:2.3|. Procedure details: A solution of 0.2 g of N-(tert-butyl)-N′-[(1R)-1-hydroxymethyl-2-(4-hydroxyphenyl)ethyl]-thiourea in 2.6 cm3 of 6N hydrochloric acid is heated at a temperature in the region of 110° C. for 18 hours. The reaction medium is concentrated under reduced pressure (1 kPa) at a temperature in the region of 55° C. and is then taken up successively in 10 cm3 of isopropyl ether, 10 cm3 of diethyl ether, 10 cm3 of pentane, 10 cm3 of petroleum ether and 10 cm3 of isopropyl ether, concentrating under the same... The reactants are ClC1=NC(=NC(=C1CCCl)C1=CC(=CC=C1)OC)N1CCOCC1 (4-[4-chloro-5-(2-chloroethyl)-6-(3-methoxyphenyl)-pyrimidin-2-yl]-morpholine), NC=1SC=CN1 (2-aminothiazole), COC=1C=C(C=CC1)C=1C2=C(N=C(N1)N1CCOCC1)N(CC2)C=2SC=CN2 (4-(3-methoxy-phenyl)-7-(thiazol-2-yl)-2-morpholin-4-yl-6,7-dihydro-5H-pyrrolo[2,3-d]pyrimidine). The product is N1(CCOCC1)C=1N=C(C2=C(N1)N(CC2)C=2SC=CN2)C=2C=C(C=CC2)O (3-(2-Morpholin-4-yl-7-thiazol-2-yl-6,7-dihydro-5H-pyrrolo[2,3-d]pyrimidin-4-yl)-phenol). RXN SMILES: ClC1C(CCCl)=C(C2C=CC=C(OC)C=2)N=C(N2CCOCC2)N=1.NC1SC=CN=1.C[O:32][C:33]1[CH:34]=[C:35]([C:39]2[C:40]3[CH2:53][CH2:52][N:51]([C:54]4[S:55][CH:56]=[CH:57][N:58]=4)[C:41]=3[N:42]=[C:43]([N:45]3[CH2:50][CH2:49][O:48][CH2:47][CH2:46]3)[N:44]=2)[CH:36]=[CH:37][CH:38]=1>>[N:45]1([C:43]2[N:44]=[C:39]([C:35]3[CH:34]=[C:33]([OH:32])[CH:38]=[CH:37][CH:36]=3)[C:40]3[CH2:53][CH2:52][N:51]([C:54]4[S:55][CH:56]=[CH:57][N:58]=4)[C:41]=3[N:42]=2)[CH2:50][CH2:49][O:48][CH2:47][CH2:46]1. Reported procedure: In the same manner as Example 1-A-01, from 4-[4-chloro-5-(2-chloroethyl)-6-(3-methoxyphenyl)-pyrimidin-2-yl]-morpholine and 2-aminothiazole, 4-(3-methoxy-phenyl)-7-(thiazol-2-yl)-2-morpholin-4-yl-6,7-dihydro-5H-pyrrolo[2,3-d]pyrimidine was obtained, and subsequently, further in the same manner as Example 1-A-09, the desired compound was obtained. Reactants: COc1ccc(C)c(N)c1, Cc1cc(Cl)nc(-c2ccccn2)n1. The product is COc1ccc(C)c(Nc2cc(C)nc(-c3ccccn3)n2)c1. RXN SMILES: [CH3:15][O:16][c:17]1[cH:18][cH:19][c:20]([CH3:24])[c:21]([NH2:22])[cH:23]1.[Cl:1][c:2]1[n:3][c:4](-[c:9]2[n:10][cH:11][cH:12][cH:13][cH:14]2)[n:5][c:6]([CH3:8])[cH:7]1>>[c:2]1([NH:22][c:21]2[c:20]([CH3:24])[cH:19][cH:18][c:17]([O:16][CH3:15])[cH:23]2)[n:3][c:4](-[c:9]2[n:10][cH:11][cH:12][cH:13][cH:14]2)[n:5][c:6]([CH3:8])[cH:7]1. Starting materials: O=C([O-])[O-], CCOC(C)=O, Clc1cncc(Cl)n1, [Cs+], [Cs+], CN(C)C=O, NC(=O)c1ccc2[nH]cnc2c1. The product is NC(=O)c1ccc2ncn(-c3cncc(Cl)n3)c2c1. Reaction SMILES: [C:21](=[O:22])([O-:23])[O-:24].[CH3:32][CH2:33][O:34][C:35](=[O:36])[CH3:37].[Cl:1][c:2]1[n:3][c:4]([Cl:8])[cH:5][n:6][cH:7]1.[Cs+:25].[Cs+:26].[O:27]=[CH:28][N:29]([CH3:30])[CH3:31].[nH:9]1[cH:10][n:11][c:12]2[c:13]1[cH:14][cH:15][c:16]([C:18](=[O:19])[NH2:20])[cH:17]2>>[c:2]1(-[n:11]2[cH:10][n:9][c:13]3[c:12]2[cH:17][c:16]([C:18](=[O:19])[NH2:20])[cH:15][cH:14]3)[n:3][c:4]([Cl:8])[cH:5][n:6][cH:7]1. The reactants are Cl.C(C)C1=C(C(=CC(=C1)[N+](=O)[O-])CC)NC(=O)NC(NC)=N (1-(2,6-diethyl-4-nitrophenyl)-3-methylamidinourea hydrochloride), Cl (hydrochloric acid). Run in C(C)O (ethanol). Yields the product Cl.Cl.NC1=CC(=C(C(=C1)CC)NC(=O)NC(NC)=N)CC (1-(4-amino-2,6-diethylphenyl)-3-methylamidinourea dihydrochloride). As a reaction SMILES: [ClH:1].[CH2:2]([C:4]1[CH:9]=[C:8]([N+:10]([O-])=O)[CH:7]=[C:6]([CH2:13][CH3:14])[C:5]=1[NH:15][C:16]([NH:18][C:19](=[NH:22])[NH:20][CH3:21])=[O:17])[CH3:3].Cl>C(O)C>[ClH:1].[ClH:1].[NH2:10][C:8]1[CH:9]=[C:4]([CH2:2][CH3:3])[C:5]([NH:15][C:16]([NH:18][C:19](=[NH:22])[NH:20][CH3:21])=[O:17])=[C:6]([CH2:13][CH3:14])[CH:7]=1 |f:0.1,4.5.6|. Reported procedure: A mixture of 5.0 g (15.2 mmol) of 1-(2,6-diethyl-4-nitrophenyl)-3-methylamidinourea hydrochloride and 5% paladium on carbon (500 mg) in absolute ethanol (175 ml) containing concentrated hydrochloric acid (2 ml) is shaken under an atmosphere of hydrogen (50 psi) for thirty minutes. The mixture is filtered through a Celite pad. To the filtrate is added HCl/MeOH and the alcohol is removed under vacuum to give a yellow foam which is crystallized from methanol-ethyl acetate to give 1-(4-amino-2,6-die... Starting materials: C(C)(=O)SC1/C(/CN(CC1)C(C(=O)C1CC1)C1=C(C=CC=C1)F)=C/C=1N=NN(C1)CCCCC(=O)OCC ((E)-4-(acetylsulfanyl)-1-[2-cyclopropyl-1-(2-fluorophenyl)-2-oxoethyl]-3-({1-[4-(ethoxycarbonyl)butyl]-1H-1,2,3-triazol-4-yl}methylidene)piperidine), Cl (hydrogen chloride). Yields the product Cl.C1(CC1)C(C(C1=C(C=CC=C1)F)N1C\C(\C(CC1)S)=C/C=1N=NN(C1)CCCCC(=O)OCC)=O ((E)-1-[2-Cyclopropyl-1-(2-fluorophenyl)-2-oxoethyl]-3-({1-[4-(ethoxycarbonyl)butyl]-1H-1,2,3-triazol-4-yl}methylidene)-4-sulfanylpiperidine hydrochloride). Isolated yield 92.0%. As a reaction SMILES: C([S:4][CH:5]1[CH2:10][CH2:9][N:8]([CH:11]([C:17]2[CH:22]=[CH:21][CH:20]=[CH:19][C:18]=2[F:23])[C:12]([CH:14]2[CH2:16][CH2:15]2)=[O:13])[CH2:7]/[C:6]/1=[CH:24]\[C:25]1[N:26]=[N:27][N:28]([CH2:30][CH2:31][CH2:32][CH2:33][C:34]([O:36][CH2:37][CH3:38])=[O:35])[CH:29]=1)(=O)C.[ClH:39]>>[ClH:39].[CH:14]1([C:12](=[O:13])[CH:11]([N:8]2[CH2:9][CH2:10][CH:5]([SH:4])/[C:6](=[CH:24]/[C:25]3[N:26]=[N:27][N:28]([CH2:30][CH2:31][CH2:32][CH2:33][C:34]([O:36][CH2:37][CH3:38])=[O:35])[CH:29]=3)/[CH2:7]2)[C:17]2[CH:22]=[CH:21][CH:20]=[CH:19][C:18]=2[F:23])[CH2:16][CH2:15]1 |f:2.3|. Reported procedure: In a similar manner to that described in Example 133, (E)-4-(acetylsulfanyl)-1-[2-cyclopropyl-1-(2-fluorophenyl)-2-oxoethyl]-3-({1-[4-(ethoxycarbonyl)butyl]-1H-1,2,3-triazol-4-yl}methylidene)piperidine (1.32 g) was treated with hydrogen chloride. The crude product was purified by chromatography on silica gel using a mixture of methanol and dichloromethane (1:99 to 10:90) as the eluent to afford the title compound as a pale yellow amorphous solid (1.44 g, yield: 92%).